Dataset: the Open Reaction Database (ORD), a public repository of structured organic reaction records. Task: describe an organic reaction: reactants, conditions, products, and yield The reactants are ClCC(C)=O (chloroacetone), [Li+].CC(C)[N-]C(C)C (LDA), C(C)(C)NC(C)C (diisopropyl-amine), [Li+].CCC[CH2-] (N-butyllithium), ice, [Cl-].[Na+] (sodium chloride), COC=1C=C2CCC(C2=CC1)=O (5-methoxy-1-indanone). Run in O1CCCC1 (tetra-hydrofuran), O1CCCC1 (tetrahydrofuran), O1CCCC1 (tetrahydrofuran). Run at time 15 minute. Yields the product COC=1C=C2CC(C(C2=CC1)=O)CC(C)=O ((RS)-5-methoxy-2-(2-oxopropyl)-1-indanone). Yield: 32.0%. RXN SMILES: [Li+].CC([N-]C(C)C)C.C(NC(C)C)(C)C.[Li+].CCC[CH2-].[CH3:21][O:22][C:23]1[CH:24]=[C:25]2[C:29](=[CH:30][CH:31]=1)[C:28](=[O:32])[CH2:27][CH2:26]2.Cl[CH2:34][C:35](=[O:37])[CH3:36].[Cl-].[Na+]>O1CCCC1>[CH3:21][O:22][C:23]1[CH:24]=[C:25]2[C:29](=[CH:30][CH:31]=1)[C:28](=[O:32])[CH:27]([CH2:34][C:35](=[O:37])[CH3:36])[CH2:26]2 |f:0.1,3.4,7.8|. Reported procedure: A solution of LDA, prepared at 0° from 4.25 ml of diisopropyl-amine and 18.8 ml of N-butyllithium (1.6N in hexane), in 60 ml of anhydrous tetrahydrofuran, was added dropwise while stirring during 15 minutes to a solution, cooled to -70°, of 3.24 g of 5-methoxy-1-indanone in 350 ml of anhydrous tetrahydrofuran. After 45 minutes, a solution of 1.6 ml of chloroacetone in 60 ml of anhydrous tetra-hydrofuran was added dropwise to the solution during 15 minutes and the mixture was subsequently stirred... The reactants are ice water, Cl (hydrochloric acid), OC1=C(C(=CC(=C1)OC)OC)C(C)=O (2'-hydroxy-4',6'-dimethoxyacetophenone), COCOC1=CC=C(C=O)C=C1 (4-(methoxymethoxy)benzaldehyde), [OH-].[Na+] (sodium hydroxide). The solvent is C(C)O (ethanol). Reaction conditions: time 2 day. Product: OC1=C(C(C=CC2=CC=C(C=C2)OCOC)=O)C(=CC(=C1)OC)OC (2'-hydroxy-4',6'-dimethoxy-4-(methoxymethoxy)chalcone). The yield is 28.3%. Reaction SMILES: [OH:1][C:2]1[CH:7]=[C:6]([O:8][CH3:9])[CH:5]=[C:4]([O:10][CH3:11])[C:3]=1[C:12](=[O:14])[CH3:13].[CH3:15][O:16][CH2:17][O:18][C:19]1[CH:26]=[CH:25][C:22]([CH:23]=O)=[CH:21][CH:20]=1.[OH-].[Na+].Cl>C(O)C>[OH:1][C:2]1[CH:7]=[C:6]([O:8][CH3:9])[CH:5]=[C:4]([O:10][CH3:11])[C:3]=1[C:12](=[O:14])[CH:13]=[CH:23][C:22]1[CH:21]=[CH:20][C:19]([O:18][CH2:17][O:16][CH3:15])=[CH:26][CH:25]=1 |f:2.3|. Procedure details: To a stirred solution containing 1.57 g (8 m moles) of 2'-hydroxy-4',6'-dimethoxyacetophenone and 1.33 g (8 m moles) of 4-(methoxymethoxy)benzaldehyde in 3 ml of ethanol, there were added 30 ml of 15% by volume aqueous sodium hydroxide. After being stirred at room temperature for 2 days, the mixture was poured into 70 ml of ice-water. The pH was adjusted to 7 by adding hydrochloric acid, and the mixture was extracted with two 150 ml portions of dichloromethane. The combined extracts were washed ... Yields the product COC([C@@H](N(C(=O)OC(C)(C)C)C(=O)C1=CC=C(C2=CC=CC=C12)N)CCSC)=O (N-BOC-4-amino-1-naphthoyl methionine methyl ester). RXN SMILES: C([NH:8][C:9]1[C:18]2[C:13](=[CH:14][CH:15]=[CH:16][CH:17]=2)[C:12]([C:19]([OH:21])=O)=[CH:11][CH:10]=1)(OC(C)(C)C)=O.Cl.COC(=O)[C@H](CCSC)N.CCN=C=NCCCN(C)C.C1C=CC2N(O)N=NC=2C=1.[CH3:54][O:55][C:56](=[O:79])[C@H:57]([CH2:75][CH2:76][S:77][CH3:78])[N:58](C(=O)C1C=CC(N)=CC=1)[C:59]([O:61][C:62]([CH3:65])([CH3:64])[CH3:63])=[O:60]>C(Cl)Cl.CCN(CC)CC>[CH3:54][O:55][C:56](=[O:79])[C@H:57]([CH2:75][CH2:76][S:77][CH3:78])[N:58]([C:19]([C:12]1[C:13]2[C:18](=[CH:17][CH:16]=[CH:15][CH:14]=2)[C:9]([NH2:8])=[CH:10][CH:11]=1)=[O:21])[C:59]([O:61][C:62]([CH3:65])([CH3:64])[CH3:63])=[O:60] |f:1.2|. The solvent is C(Cl)Cl (CH2Cl2), CCN(CC)CC (Et3N). Reactants: COC([C@@H](N(C(=O)OC(C)(C)C)C(C1=CC=C(C=C1)N)=O)CCSC)=O (N-BOC-4-aminobenzoyl methionine methyl ester), C(=O)(OC(C)(C)C)NC1=CC=C(C2=CC=CC=C12)C(=O)O (N-BOC-4-amino-1-naphthoic acid), Cl.COC([C@@H](N)CCSC)=O (methionine methyl ester hydrochloride), CCN=C=NCCCN(C)C (EDCI), C=1C=CC2=C(C1)N=NN2O (HOBT). The yield is 63.6%. Reported procedure: N-BOC-4-amino-1-naphthoic acid (0.46 g, 1.60 mmol), methionine methyl ester hydrochloride (0.35 g, 1.76 mmol), EDCI (0.43 g, 1.76 mmol), HOBT (0.24 g, 1.76 mmol) and Et3N (0.27 ml) in CH2Cl2 (6.4 ml) were reacted as described for N-BOC-4-aminobenzoyl methionine methyl ester in Example 1. After workup and recrystallization from ethyl acetate and hexanes, 0.44 g (63.6%) of pale pink crystals were obtained. mp 131°-132° C.; 1H NMR (CDCl3) 1.57 (9 H, s), 2.11-2.21 (4 H, m), 2.29-2.41 (1 H, m), 2.65 ... Starting materials: C(C1=CC=CC=C1)OC1=CC=C(C=C1)C=1C(N2C=CC3=C(C2=C(C1)C(=O)O)SC=C3)=O (8-[p-(benzyloxy)phenyl]-7-oxo-7H-thieno[2,3-a]quinolizine-10-carboxylic acid), C(C)NCCOC (ethyl-(2-methoxy-ethyl)-amine), O=S(Cl)Cl (SOCl2), CN(C)C=O (DMF). The solvent is C1(=CC=CC=C1)C (toluene), C(C)N(CC)CC (triethylamine), O1CCOCC1 (dioxan). The product is C(C)N(C(=O)C=1C=C(C(N2C=CC3=C(C12)SC=C3)=O)C3=CC=C(C=C3)OCC3=CC=CC=C3)CCOC (8-(4-Benzyloxy-phenyl)-7-oxo-7H-thieno[2,3-a]quinolizine-10-carboxylic acid ethyl-(2-methoxy-ethyl)-amide). RXN SMILES: [CH2:1]([O:8][C:9]1[CH:14]=[CH:13][C:12]([C:15]2[C:16](=[O:31])[N:17]3[C:22](=[C:23]([C:25](O)=[O:26])[CH:24]=2)[C:21]2[S:28][CH:29]=[CH:30][C:20]=2[CH:19]=[CH:18]3)=[CH:11][CH:10]=1)[C:2]1[CH:7]=[CH:6][CH:5]=[CH:4][CH:3]=1.O=S(Cl)Cl.CN(C=O)C.[CH2:41]([NH:43][CH2:44][CH2:45][O:46][CH3:47])[CH3:42]>C1(C)C=CC=CC=1.O1CCOCC1.C(N(CC)CC)C>[CH2:41]([N:43]([CH2:44][CH2:45][O:46][CH3:47])[C:25]([C:23]1[CH:24]=[C:15]([C:12]2[CH:13]=[CH:14][C:9]([O:8][CH2:1][C:2]3[CH:3]=[CH:4][CH:5]=[CH:6][CH:7]=3)=[CH:10][CH:11]=2)[C:16](=[O:31])[N:17]2[C:22]=1[C:21]1[S:28][CH:29]=[CH:30][C:20]=1[CH:19]=[CH:18]2)=[O:26])[CH3:42]. Procedure: From 8-[p-(benzyloxy)phenyl]-7-oxo-7H-thieno[2,3-a]quinolizine-10-carboxylic acid with SOCl2 and DMF in toluene. Then treatment with triethylamine and ethyl-(2-methoxy-ethyl)-amine in dioxan. The reactants are CCOC(C)=O, CCO, CCOCC, [Cl-], [Fe], O=C(Nc1cc(Oc2ccc([N+](=O)[O-])cc2)ccn1)N1CCOCC1, [NH4+], C1CCOC1. Yields the product Nc1ccc(Oc2ccnc(NC(=O)N3CCOCC3)c2)cc1. RXN SMILES: [C:33]([O:34][CH2:35][CH3:36])(=[O:37])[CH3:38].[CH3:39][CH2:40][OH:41].[CH3:42][CH2:43][O:44][CH2:45][CH3:46].[Cl-:26].[Fe:47].[N+:1]([O-:2])(=[O:3])[c:4]1[cH:5][cH:6][c:7]([O:8][c:9]2[cH:10][c:11]([NH:15][C:16](=[O:17])[N:18]3[CH2:19][CH2:20][O:21][CH2:22][CH2:23]3)[n:12][cH:13][cH:14]2)[cH:24][cH:25]1.[NH4+:27].[O:28]1[CH2:29][CH2:30][CH2:31][CH2:32]1>>[NH2:1][c:4]1[cH:5][cH:6][c:7]([O:8][c:9]2[cH:10][c:11]([NH:15][C:16](=[O:17])[N:18]3[CH2:19][CH2:20][O:21][CH2:22][CH2:23]3)[n:12][cH:13][cH:14]2)[cH:24][cH:25]1. Starting materials: C(CCC)[Li] (n-butyllithium), CC1(NC(CCC1)(C)C)C (2,2,6,6-tetramethylpiperidine), C1(=CC=CC=C1)S(=O)(=O)N1C(=CC2=CN=CC=C12)[Li] (1-benzenesulfonyl 2-lithio 5-aza indole), C1(=CC=CC=C1)S(=O)(=O)N1C=CC2=CN=CC=C12 (1-benzenesulfonyl 5-aza indole). Reagents/catalysts: [Mn](=O)(Cl)Cl (manganous chloride). The solvent is O1CCCC1 (tetrahydrofuran). Run at temperature -70 celsius. The product is [Li]N1C(CCCC1(C)C)(C)C (lithium 2,2,6,6-tetramethylpiperidide). The yield is 100.0%. Reaction SMILES: C([Li:5])CCC.[CH3:6][C:7]1([CH3:15])[CH2:12][CH2:11][CH2:10][C:9]([CH3:14])([CH3:13])[NH:8]1.C1(S(N2C3C(=CN=CC=3)C=C2)(=O)=O)C=CC=CC=1.C1(S(N2C3C(=CN=CC=3)C=C2[Li])(=O)=O)C=CC=CC=1>O1CCCC1.[Mn](Cl)(Cl)=O>[Li:5][N:8]1[C:9]([CH3:14])([CH3:13])[CH2:10][CH2:11][CH2:12][C:7]1([CH3:15])[CH3:6]. Procedure details: A solution of 0.15 mole of lithium 2,2,6,6-tetramethylpiperidide is prepared by the addition of 0.15 mole of n-butyllithium to 0.15 mole of 2,2,6,6-tetramethylpiperidine in 120 ml of tetrahydrofuran at a temperature lower than -20° C. This solution is then added over a period of a few minutes to 0.1 mole of 1-benzenesulfonyl 5-aza indole cooled to -70° C. while maintaining this temperature throughout the addition. 0.15 mole of anhydrous manganous chloride is then added to the solution of 1-benze...